Task: describe an organic reaction: reactants, conditions, products, and yield. Dataset: the Open Reaction Database (ORD), a public repository of structured organic reaction records The reactants are C(=O)C1=CC=C(C=C1)C1=NC(=NO1)C=1C=CC(=C(C#N)C1)OC(C)C (5-(5-(4-formylphenyl)-1,2,4-oxadiazol-3-yl)-2-isopropoxybenzonitrile), C(#N)[BH3-] (cyanoborohydride), N1CC(C1)C(=O)O (azetidine-3-carboxylic acid), C(C)(=O)O (Acetic acid). Run in CO (methanol), ClCCCl (DCE). Conditions: time 2 hour. Yields the product C(#N)C=1C=C(C=CC1OC(C)C)C1=NOC(=N1)C1=CC=C(CN2CC(C2)C(=O)O)C=C1 (1-(4-(3-(3-cyano-4-isopropoxyphenyl)-1,2,4-oxadiazol-5-yl)benzyl)azetidine-3-carboxylic acid). Isolated yield 26.0%. Reaction SMILES: [CH:1]([C:3]1[CH:8]=[CH:7][C:6]([C:9]2[O:13][N:12]=[C:11]([C:14]3[CH:15]=[CH:16][C:17]([O:22][CH:23]([CH3:25])[CH3:24])=[C:18]([CH:21]=3)[C:19]#[N:20])[N:10]=2)=[CH:5][CH:4]=1)=O.[NH:26]1[CH2:29][CH:28]([C:30]([OH:32])=[O:31])[CH2:27]1.C(O)(=O)C.C([BH3-])#N>CO.ClCCCl>[C:19]([C:18]1[CH:21]=[C:14]([C:11]2[N:10]=[C:9]([C:6]3[CH:5]=[CH:4][C:3]([CH2:1][N:26]4[CH2:29][CH:28]([C:30]([OH:32])=[O:31])[CH2:27]4)=[CH:8][CH:7]=3)[O:13][N:12]=2)[CH:15]=[CH:16][C:17]=1[O:22][CH:23]([CH3:25])[CH3:24])#[N:20]. Procedure: 5-(5-(4-formylphenyl)-1,2,4-oxadiazol-3-yl)-2-isopropoxybenzonitrile (0.077 g, 0.231 mmol) and azetidine-3-carboxylic acid (0.028 g, 0.277 mmol) were combined in methanol (11.55 ml) and DCE (11.55 ml) in a sealed vial. Acetic acid (0.066 ml, 1.155 mmol) was added. The reaction mixture was stirred at ambient temperature for 2 hr. MP-cyanoborohydride (0.265 g, 0.570 mmol) was added and the reaction stirred for about 24 h. The solution was filtered, the solid was washed with methylene chloride and ... Reactants: CC1(C)CCCC(C)(C)N1O, O=c1n(Cl)c(=O)n(Cl)c(=O)n1Cl, ClCCl, COC(=O)C1(CO)CC1. Product: COC(=O)C1(C=O)CC1. As a reaction SMILES: [CH3:22][C:23]1([CH3:32])[N:24]([O:25])[C:26]([CH3:27])([CH3:28])[CH2:29][CH2:30][CH2:31]1.[Cl:10][n:11]1[c:12](=[O:13])[n:14]([Cl:15])[c:16](=[O:17])[n:18]([Cl:19])[c:20]1=[O:21].[Cl:33][CH2:34][Cl:35].[OH:1][CH2:2][C:3]1([C:6](=[O:7])[O:8][CH3:9])[CH2:4][CH2:5]1>>[O:1]=[CH:2][C:3]1([C:6](=[O:7])[O:8][CH3:9])[CH2:4][CH2:5]1. The reactants are ClCC=1N=C(SC1C)C1=CC=CC=C1 (4-(chloromethyl)-5-methyl-2-phenylthiazol), OC1=CC=C(CO\N=C(/CCC(=O)OC)\C2=CC=CC=C2)C=C1 (methy E-4-(4-hydroxybenzyloxyimino)-4-phenylbutyrate), C([O-])([O-])=O.[K+].[K+] (potassium carbonate), O (Water). Run in C(C)(=O)OCC.CCCCCC (ethyl acetate hexane). Run at time 72 hour. Product: CC1=C(N=C(S1)C1=CC=CC=C1)COC1=CC=C(CO\N=C(/CCC(=O)OC)\C2=CC=CC=C2)C=C1 (methy E-4-[4-(5-methyl-2-phenyl-4-thiazolylmethoxy) benzyloxyimino]-4-phenylbutyrate). The yield is 71.4%. As a reaction SMILES: Cl[CH2:2][C:3]1[N:4]=[C:5]([C:9]2[CH:14]=[CH:13][CH:12]=[CH:11][CH:10]=2)[S:6][C:7]=1[CH3:8].[OH:15][C:16]1[CH:37]=[CH:36][C:19]([CH2:20][O:21]/[N:22]=[C:23](/[C:30]2[CH:35]=[CH:34][CH:33]=[CH:32][CH:31]=2)\[CH2:24][CH2:25][C:26]([O:28][CH3:29])=[O:27])=[CH:18][CH:17]=1.C(=O)([O-])[O-].[K+].[K+].O>C(OCC)(=O)C.CCCCCC>[CH3:8][C:7]1[S:6][C:5]([C:9]2[CH:14]=[CH:13][CH:12]=[CH:11][CH:10]=2)=[N:4][C:3]=1[CH2:2][O:15][C:16]1[CH:17]=[CH:18][C:19]([CH2:20][O:21]/[N:22]=[C:23](/[C:30]2[CH:31]=[CH:32][CH:33]=[CH:34][CH:35]=2)\[CH2:24][CH2:25][C:26]([O:28][CH3:29])=[O:27])=[CH:36][CH:37]=1 |f:2.3.4,6.7|. Procedure: A mixture of 4-(chloromethyl)-5-methyl-2-phenylthiazol (394 mg), methy E-4-(4-hydroxybenzyloxyimino)-4-phenylbutyrate (500 mg), potassium carbonate (442 mg) and N,N-dimethylormamide (10 ml) was stirred at room temperature for 72 hours. Water was added to the reaction mixture and extracted with ethyl acetate. The ethyl acetate layer was subjected to silica gel chromatography to obtain methy E-4-[4-(5-methyl-2-phenyl-4-thiazolylmethoxy) benzyloxyimino]-4-phenylbutyrate (570 mg, yield 71%) as a col... Starting materials: CC1=CC=C(C=C1)C1=CC(=CC(=C1)C(C(F)(F)F)(C(F)(F)F)O)C(=O)OC(C)(C)C (tert-butyl 4′-methyl-5-[2,2,2-trifluoro-1-hydroxy-1-(trifluoromethyl)ethyl]biphenyl-3-carboxylate), FC(C(=O)O)(F)F (trifluoroacetic acid). Run in C(Cl)Cl (DCM). Reaction conditions: time 2 hour. The product is CC1=CC=C(C=C1)C1=CC(=CC(=C1)C(C(F)(F)F)(C(F)(F)F)O)C(=O)O (4′-methyl-5-[2,2,2-trifluoro-1-hydroxy-1-(trifluoromethyl)ethyl]biphenyl-3-carboxylic acid). As a reaction SMILES: [CH3:1][C:2]1[CH:7]=[CH:6][C:5]([C:8]2[CH:13]=[C:12]([C:14]([OH:23])([C:19]([F:22])([F:21])[F:20])[C:15]([F:18])([F:17])[F:16])[CH:11]=[C:10]([C:24]([O:26]C(C)(C)C)=[O:25])[CH:9]=2)=[CH:4][CH:3]=1.FC(F)(F)C(O)=O>C(Cl)Cl>[CH3:1][C:2]1[CH:3]=[CH:4][C:5]([C:8]2[CH:13]=[C:12]([C:14]([OH:23])([C:19]([F:20])([F:21])[F:22])[C:15]([F:17])([F:18])[F:16])[CH:11]=[C:10]([C:24]([OH:26])=[O:25])[CH:9]=2)=[CH:6][CH:7]=1. Procedure: To a DCM (7.8 mL) solution of tert-butyl 4′-methyl-5-[2,2,2-trifluoro-1-hydroxy-1-(trifluoromethyl)ethyl]biphenyl-3-carboxylate (0.6 g, 1.5 mmol) from step A was added trifluoroacetic acid (7.8 mL). The mixture was stirred at rt for 2 h and concentrated to dryness. The crude title compound was used in step C without further purification. Starting materials: [Br-], [Mg+]C1CC1, [Cl-], ClCCl, [NH4+], CC(C)(O)CC=NS(=O)C(C)(C)C. Yields the product CC(C)(O)CC(NS(=O)C(C)(C)C)C1CC1. As a reaction SMILES: [Br-:14].[CH:15]1([Mg+:18])[CH2:16][CH2:17]1.[Cl-:19].[Cl:21][CH2:22][Cl:23].[NH4+:20].[OH:1][C:2]([CH2:3][CH:4]=[N:5][S:6](=[O:7])[C:8]([CH3:9])([CH3:10])[CH3:11])([CH3:12])[CH3:13]>>[OH:1][C:2]([CH2:3][CH:4]([NH:5][S:6](=[O:7])[C:8]([CH3:9])([CH3:10])[CH3:11])[CH:15]1[CH2:16][CH2:17]1)([CH3:12])[CH3:13]. Reactants: CSc1nccc(-c2c(-c3cccc([N+](=O)[O-])c3)nn3ccccc23)n1, ClCCl, O=C(OO)c1cccc(Cl)c1. Yields the product CS(=O)c1nccc(-c2c(-c3cccc([N+](=O)[O-])c3)nn3ccccc23)n1. As a reaction SMILES: [CH3:1][S:2][c:3]1[n:4][cH:5][cH:6][c:7](-[c:9]2[c:10](-[c:18]3[cH:19][c:20]([N+:24](=[O:25])[O-:26])[cH:21][cH:22][cH:23]3)[n:11][n:12]3[c:13]2[cH:14][cH:15][cH:16][cH:17]3)[n:8]1.[Cl:38][CH2:39][Cl:40].[OH:27][O:28][C:29]([c:30]1[cH:31][c:32]([Cl:33])[cH:34][cH:35][cH:36]1)=[O:37]>>[CH3:1][S:2]([c:3]1[n:4][cH:5][cH:6][c:7](-[c:9]2[c:10](-[c:18]3[cH:19][c:20]([N+:24](=[O:25])[O-:26])[cH:21][cH:22][cH:23]3)[n:11][n:12]3[c:13]2[cH:14][cH:15][cH:16][cH:17]3)[n:8]1)=[O:27]. The reactants are CNN, CN(C)C=O, O=C(NO)c1ccc(CON2C(=O)c3ccccc3C2=O)cc1. Yields the product NOCc1ccc(C(=O)NO)cc1. As a reaction SMILES: [CH3:24][NH:25][NH2:26].[CH3:27][N:28]([CH3:29])[CH:30]=[O:31].[OH:1][NH:2][C:3](=[O:4])[c:5]1[cH:6][cH:7][c:8]([CH2:11][O:12][N:13]2[C:14](=[O:15])[c:16]3[cH:17][cH:18][cH:19][cH:20][c:21]3[C:22]2=[O:23])[cH:9][cH:10]1>>[OH:1][NH:2][C:3](=[O:4])[c:5]1[cH:6][cH:7][c:8]([CH2:11][O:12][NH2:13])[cH:9][cH:10]1.